From a dataset of the Open Reaction Database (ORD), a public repository of structured organic reaction records. describe an organic reaction: reactants, conditions, products, and yield Reactants: C(C1=CC=CC=C1)OC1=CC=C(C=C1)NC1=NC=NC2=CC(=C(C=C12)C=1OC(=CC1)C1OCCO1)F ((4-benzyloxyphenyl)-(6-(5-(1,3-dioxolan-2-yl)-furan-2-yl)-7-fluoro-quinazolin-4-yl)-amine), Cl (HCl). Solvent: C1CCOC1 (THF). Conditions: time 90 minute. The product is Cl.C(C1=CC=CC=C1)OC1=CC=C(C=C1)NC1=NC=NC2=CC(=C(C=C12)C1=CC=C(O1)C=O)F (5-(4-(4-Benzyloxy-phenylamino)-7-fluoro-quinazolin-6-yl)-furan-2-carboxaldehyde Hydrochloride). Isolated yield 61.0%. RXN SMILES: [CH2:1]([O:8][C:9]1[CH:14]=[CH:13][C:12]([NH:15][C:16]2[C:25]3[C:20](=[CH:21][C:22]([F:36])=[C:23]([C:26]4[O:27][C:28]([CH:31]5OCC[O:32]5)=[CH:29][CH:30]=4)[CH:24]=3)[N:19]=[CH:18][N:17]=2)=[CH:11][CH:10]=1)[C:2]1[CH:7]=[CH:6][CH:5]=[CH:4][CH:3]=1.[ClH:37]>C1COCC1>[ClH:37].[CH2:1]([O:8][C:9]1[CH:10]=[CH:11][C:12]([NH:15][C:16]2[C:25]3[C:20](=[CH:21][C:22]([F:36])=[C:23]([C:26]4[O:27][C:28]([CH:31]=[O:32])=[CH:29][CH:30]=4)[CH:24]=3)[N:19]=[CH:18][N:17]=2)=[CH:13][CH:14]=1)[C:2]1[CH:7]=[CH:6][CH:5]=[CH:4][CH:3]=1 |f:3.4|. Procedure: Prepared according to Procedure C from a stirred solution of (4-benzyloxyphenyl)-(6-(5-(1,3-dioxolan-2-yl)-furan-2-yl)-7-fluoro-quinazolin-4-yl)-amine (0.51 grams, 1.1 mmol) in 20 ml of THF was added 5 ml of 1 N HCl. After stirring for 90 minutes, the resultant suspension was filtered and washed with diethyl ether (200 ml) to yield, after drying under vacuum, a yellow solid (0.32 grams, 61% yield). δ1H NMR (400 MHz, DMSO-d6) 11.52(s, 1H), 9.70(s, 1H), 9.25(d, 1H), 8.76(s, 1H), 7.76(m, 2H), 7.55(... Procedure details: In similar manner substituting diethylethanolamine and N-ethyl-N-methylethanolamine for the dimethylethanolamine, there is obtained β-N-N-diethylaminoethyl-2-(5-oxo-5H-dibenzo[a,d]cyclohepten-2-yl)propionate as an oil (hydrochloride salt: m.p. 117°-123° C; see Example XIV) and β-N-ethyl-N-methylaminoethyl 2-(5-oxo-5H-dibenzo[a,d]cyclohepten-2-yl)-propionate [an oil; n.m.r. spectrum in deuterochloroform relative to tetramethylsilane: 0.94 (triplet, CH2CH3); 1.53 (doublet, CHCH3); 2.08 (singlet, N... Yields the product C(C)N(CC)CCOC(C(C)C1=CC2=C(C(C3=C(C=C2)C=CC=C3)=O)C=C1)=O (β-N-N-diethylaminoethyl-2-(5-oxo-5H-dibenzo[a,d]cyclohepten-2-yl)propionate), β-N-ethyl-N-methylaminoethyl 2-(5-oxo-5H-dibenzo[a,d]cyclohepten-2-yl)-propionate. Starting materials: O=C1C2=C(C=CC3=C1C=CC(=C3)C(C(=O)OCCN(C)C)C)C=CC=C2 (β-N,N,-dimethylaminoethyl 2-(5-oxo-5H-dibenzo[a,d]cyclohepten-2-yl)propionate), C(C)N(CCO)CC (diethylethanolamine), C(C)N(CCO)C (N-ethyl-N-methylethanolamine). As a reaction SMILES: [CH2:1]([N:3]([CH2:7][CH3:8])[CH2:4][CH2:5][OH:6])[CH3:2].C(N(C)CCO)C.[O:16]=[C:17]1[C:23]2[CH:24]=[CH:25][C:26]([CH:28]([CH3:37])[C:29](OCCN(C)C)=[O:30])=[CH:27][C:22]=2[CH:21]=[CH:20][C:19]2[CH:38]=[CH:39][CH:40]=[CH:41][C:18]1=2>>[CH2:1]([N:3]([CH2:4][CH2:5][O:6][C:29](=[O:30])[CH:28]([C:26]1[CH:25]=[CH:24][C:23]2[C:17](=[O:16])[C:18]3[CH:41]=[CH:40][CH:39]=[CH:38][C:19]=3[CH:20]=[CH:21][C:22]=2[CH:27]=1)[CH3:37])[CH2:7][CH3:8])[CH3:2]. Reactants: Cc1ccc(S(=O)(=O)OCC2CCCN2C(=O)OC(C)(C)C)cc1, Oc1ccc(OCc2ccccc2)cc1, [H-], [Na+], CN(C)C=O, O. Yields the product CC(C)(C)OC(=O)N1CCCC1COc1ccc(OCc2ccccc2)cc1. Reaction SMILES: [C:23]([CH3:24])([CH3:25])([CH3:26])[O:27][C:28](=[O:29])[N:30]1[CH:31]([CH2:35][O:36][S:37]([c:38]2[cH:39][cH:40][c:41]([CH3:42])[cH:43][cH:44]2)(=[O:45])=[O:46])[CH2:32][CH2:33][CH2:34]1.[CH2:1]([c:2]1[cH:3][cH:4][cH:5][cH:6][cH:7]1)[O:8][c:9]1[cH:10][cH:11][c:12]([OH:15])[cH:13][cH:14]1.[H-:17].[Na+:16].[O:18]=[CH:19][N:20]([CH3:21])[CH3:22].[OH2:47]>>[CH2:1]([c:2]1[cH:3][cH:4][cH:5][cH:6][cH:7]1)[O:8][c:9]1[cH:10][cH:11][c:12]([O:15][CH2:35][CH:31]2[N:30]([C:28]([O:27][C:23]([CH3:24])([CH3:25])[CH3:26])=[O:29])[CH2:34][CH2:33][CH2:32]2)[cH:13][cH:14]1.